Task: describe an organic reaction: reactants, conditions, products, and yield. Dataset: the Open Reaction Database (ORD), a public repository of structured organic reaction records RXN SMILES: O[CH2:2][NH:3][C:4](=[O:15])[C:5]1[CH:10]=[CH:9][CH:8]=[CH:7][C:6]=1[C:11]([F:14])([F:13])[F:12].S(Cl)([Cl:18])=O>ClCCl>[Cl:18][CH2:2][NH:3][C:4](=[O:15])[C:5]1[CH:10]=[CH:9][CH:8]=[CH:7][C:6]=1[C:11]([F:14])([F:13])[F:12]. Solvent: ClCCl (dichloromethane). Product: ClCNC(C1=C(C=CC=C1)C(F)(F)F)=O (N-chloromethyl-2-(trifluoromethyl)benzamide). Procedure: To 15.50 g of N-hydroxymethyl-2-(trifluoromethyl)benzamide in 200 ml of dichloromethane, 16.83 g of thionyl chloride was added dropwise with stirring under cooling with ice, and after the addition, the mixture was stirred at room temperature for another 3 hours. After completion of the reaction, the solvent was evaporated under reduced pressure, and the precipitated solid was washed with 50 ml of hexane to obtain 16.90 g of the desired product as white crystals. The reactants are OCNC(C1=C(C=CC=C1)C(F)(F)F)=O (N-hydroxymethyl-2-(trifluoromethyl)benzamide), S(=O)(Cl)Cl (thionyl chloride). The yield is 100.6%. Starting materials: O=C([O-])C(=O)[O-], CCO, BrCc1ccc(I)cc1, [K+], [K+], O=C([O-])[O-], c1ccc(C(OCCC2CCNCC2)c2ccccc2)cc1. Product: Ic1ccc(CN2CCC(CCOC(c3ccccc3)c3ccccc3)CC2)cc1. RXN SMILES: [C:38]([O-:39])(=[O:40])[C:41]([O-:42])=[O:43].[CH3:44][CH2:45][OH:46].[I:23][c:24]1[cH:25][cH:26][c:27]([CH2:28][Br:29])[cH:30][cH:31]1.[K+:32].[K+:33].[O-:34][C:35]([O-:36])=[O:37].[c:1]1([CH:7]([O:8][CH2:9][CH2:10][CH:11]2[CH2:12][CH2:13][NH:14][CH2:15][CH2:16]2)[c:17]2[cH:18][cH:19][cH:20][cH:21][cH:22]2)[cH:2][cH:3][cH:4][cH:5][cH:6]1>>[c:1]1([CH:7]([O:8][CH2:9][CH2:10][CH:11]2[CH2:12][CH2:13][N:14]([CH2:28][c:27]3[cH:26][cH:25][c:24]([I:23])[cH:31][cH:30]3)[CH2:15][CH2:16]2)[c:17]2[cH:18][cH:19][cH:20][cH:21][cH:22]2)[cH:2][cH:3][cH:4][cH:5][cH:6]1.